The task is: describe an organic reaction: reactants, conditions, products, and yield. This data is from the Open Reaction Database (ORD), a public repository of structured organic reaction records. Starting materials: O=C(O)c1ccc(Br)c(F)c1, CNCCN1CCOCC1. Product: CN(CCN1CCOCC1)C(=O)c1ccc(Br)c(F)c1. As a reaction SMILES: [Br:11][c:12]1[c:13]([F:21])[cH:14][c:15]([C:16](=[O:17])[OH:18])[cH:19][cH:20]1.[CH3:1][NH:2][CH2:3][CH2:4][N:5]1[CH2:6][CH2:7][O:8][CH2:9][CH2:10]1>>[CH3:1][N:2]([CH2:3][CH2:4][N:5]1[CH2:6][CH2:7][O:8][CH2:9][CH2:10]1)[C:16]([c:15]1[cH:14][c:13]([F:21])[c:12]([Br:11])[cH:20][cH:19]1)=[O:18]. The reactants are ice, FC1=C(C=CC(=C1)C(C(CCC(=O)O)=O)C)C1=CC=CC=C1 (5-(2-fluoro-4-biphenylyl)-4-oxohexanoic acid), C(C)OCC (diethyl ether), BrBr (bromine), CNC(=S)N (N-methylthiourea), CO (methanol). Reaction conditions: time 3.5 hour. The product is FC1=C(C=CC(=C1)C(C)C=1N=C(SC1CC(=O)OCC)NC)C1=CC=CC=C1 (ethyl 2-(4-(1-(2-fluoro-4-biphenylyl)ethyl)-2-methylamino-5-thiazolyl)acetate). The yield is 35.0%. RXN SMILES: [F:1][C:2]1[CH:7]=[C:6]([CH:8]([CH3:16])[C:9](=O)[CH2:10][CH2:11][C:12]([OH:14])=[O:13])[CH:5]=[CH:4][C:3]=1[C:17]1[CH:22]=[CH:21][CH:20]=[CH:19][CH:18]=1.BrBr.[CH3:25][NH:26][C:27]([NH2:29])=[S:28].CO.[CH2:32](OCC)[CH3:33]>>[F:1][C:2]1[CH:7]=[C:6]([CH:8]([C:9]2[N:29]=[C:27]([NH:26][CH3:25])[S:28][C:10]=2[CH2:11][C:12]([O:14][CH2:32][CH3:33])=[O:13])[CH3:16])[CH:5]=[CH:4][C:3]=1[C:17]1[CH:22]=[CH:21][CH:20]=[CH:19][CH:18]=1. Reported procedure: To an ice-cooled solution of 5-(2-fluoro-4-biphenylyl)-4-oxohexanoic acid (500 mg, 1.52 mmoles) in diethyl ether (10 ml) was added dropwise bromine (243 mg, 1.52 mmoles) and the resulting mixture was stirred at room temperature for 3.5 hours. The reaction mixture was concentrated under reduced pressure. A mixture of the afforded residue, N-methylthiourea (164 mg, 1.82 mmoles) and methanol was stirred at 50° C. for 2 hours and concentrated under reduced pressure. The residue was partitioned betwe... Starting materials: O (water), FC1=CC=C(OC2=C(C(=NN2C)C)C=NO)C=C1 (5-(4-fluorophenoxy)-1,3-dimethylpyrazole-4-carbaldehyde oxime), ClCC1=CC=C(C(=O)OCCOC2=CC=CC=C2)C=C1 (2-phenoxyethyl 4-chloromethylbenzoate), [OH-].[K+] (potassium hydroxide). Run in CS(=O)C (dimethyl sulfoxide). Run at temperature 30 celsius, time 30 minute. Yields the product FC1=CC=C(OC2=C(C(=NN2C)C)C=NOCC2=CC=C(C(=O)OCCOC3=CC=CC=C3)C=C2)C=C1 (2-phenoxyethyl 4-[{5-(4-fluorophenoxy)-1,3-dimethylpyrazol-4-yl}methyleneaminooxymethyl]benzoate). Yield: 74.5%. Reaction SMILES: [F:1][C:2]1[CH:18]=[CH:17][C:5]([O:6][C:7]2[N:11]([CH3:12])[N:10]=[C:9]([CH3:13])[C:8]=2[CH:14]=[N:15][OH:16])=[CH:4][CH:3]=1.[OH-].[K+].Cl[CH2:22][C:23]1[CH:40]=[CH:39][C:26]([C:27]([O:29][CH2:30][CH2:31][O:32][C:33]2[CH:38]=[CH:37][CH:36]=[CH:35][CH:34]=2)=[O:28])=[CH:25][CH:24]=1.O>CS(C)=O>[F:1][C:2]1[CH:3]=[CH:4][C:5]([O:6][C:7]2[N:11]([CH3:12])[N:10]=[C:9]([CH3:13])[C:8]=2[CH:14]=[N:15][O:16][CH2:22][C:23]2[CH:24]=[CH:25][C:26]([C:27]([O:29][CH2:30][CH2:31][O:32][C:33]3[CH:34]=[CH:35][CH:36]=[CH:37][CH:38]=3)=[O:28])=[CH:39][CH:40]=2)=[CH:17][CH:18]=1 |f:1.2|. Procedure details: 2.0 Grams (0.008 mole) of 5-(4-fluorophenoxy)-1,3-dimethylpyrazole-4-carbaldehyde oxime was dissolved in 20 ml of dimethyl sulfoxide, and after adding 0.65 g (0.0116 mole) of powdery potassium hydroxide, the resulting solution was stirred at 30° C. for 30 minutes. To this solution was added 2.5 g (0.00865 mole) of 2-phenoxyethyl 4-chloromethylbenzoate, and reaction was carried out at from 50° to 60° C. for 1 hour. After completion of the reaction, water was added to the reaction solution which w...